This data is from the Open Reaction Database (ORD), a public repository of structured organic reaction records. The task is: describe an organic reaction: reactants, conditions, products, and yield Reactants: [Cl-].[NH4+] (ammonium chloride), CC(C)([O-])C.[K+] (Potassium t-butoxide), C(C)OC(COC1=C2CCCC(C2=CC=C1)CCO)=O ([1-(2-hydroxyethyl)-1,2,3,4-tetrahydronaphthalen-5-yloxy]acetic acid ethyl ester), C(C1=CC=CC=C1)(C1=CC=CC=C1)Br (Benzhydryl bromide). Solvent: CCOCC (ether), CN(C=O)C (dimethylformamide). Reaction conditions: time 1 hour. The product is C(C)OC(COC1=C2CCCC(C2=CC=C1)CCOC(C1=CC=CC=C1)C1=CC=CC=C1)=O ([1-(2-Diphenylmethyloxyethyl)-1,2,3,4-tetrahydro-naphthalen-5-yloxy]acetic acid ethyl ester). Reaction SMILES: CC(C)([O-])C.[K+].[CH2:7]([O:9][C:10](=[O:26])[CH2:11][O:12][C:13]1[CH:22]=[CH:21][CH:20]=[C:19]2[C:14]=1[CH2:15][CH2:16][CH2:17][CH:18]2[CH2:23][CH2:24][OH:25])[CH3:8].[CH:27](Br)([C:34]1[CH:39]=[CH:38][CH:37]=[CH:36][CH:35]=1)[C:28]1[CH:33]=[CH:32][CH:31]=[CH:30][CH:29]=1.[Cl-].[NH4+]>CN(C)C=O.CCOCC>[CH2:7]([O:9][C:10](=[O:26])[CH2:11][O:12][C:13]1[CH:22]=[CH:21][CH:20]=[C:19]2[C:14]=1[CH2:15][CH2:16][CH2:17][CH:18]2[CH2:23][CH2:24][O:25][CH:27]([C:28]1[CH:33]=[CH:32][CH:31]=[CH:30][CH:29]=1)[C:34]1[CH:39]=[CH:38][CH:37]=[CH:36][CH:35]=1)[CH3:8] |f:0.1,4.5|. Reported procedure: Potassium t-butoxide (810 mg) was added to a solution of [1-(2-hydroxyethyl)-1,2,3,4-tetrahydronaphthalen-5-yloxy]acetic acid ethyl ester (2.11 g, prepared by the same procedure as in reference example 1) in dimethylformamide (50 ml) at 0° C. The reaction mixture was stirred for 1 hr at room temperature. Benzhydryl bromide (2.15 g) was added to the mixture at 0° C. The mixture was stirred for 1 hr at room temperature. To the mixture, a saturated aqueous solution of ammonium chloride and ether we... The reactants are COc1ccc2c(C(O)c3ccc(CCCN4CCCCC4)cc3)c(C3CCCCC3)sc2c1, O=[Cr](=O)=O, c1ccncc1. The product is COc1ccc2c(C(=O)c3ccc(CCCN4CCCCC4)cc3)c(C3CCCCC3)sc2c1. As a reaction SMILES: [CH3:5][O:6][c:7]1[cH:8][cH:9][c:10]2[c:11]([s:12][c:13]([CH:32]3[CH2:33][CH2:34][CH2:35][CH2:36][CH2:37]3)[c:14]2[CH:15]([OH:16])[c:17]2[cH:18][cH:19][c:20]([CH2:23][CH2:24][CH2:25][N:26]3[CH2:27][CH2:28][CH2:29][CH2:30][CH2:31]3)[cH:21][cH:22]2)[cH:38]1.[O:1]=[Cr:2](=[O:3])=[O:4].[cH:39]1[cH:40][cH:41][n:42][cH:43][cH:44]1>>[CH3:5][O:6][c:7]1[cH:8][cH:9][c:10]2[c:11]([s:12][c:13]([CH:32]3[CH2:33][CH2:34][CH2:35][CH2:36][CH2:37]3)[c:14]2[C:15](=[O:16])[c:17]2[cH:18][cH:19][c:20]([CH2:23][CH2:24][CH2:25][N:26]3[CH2:27][CH2:28][CH2:29][CH2:30][CH2:31]3)[cH:21][cH:22]2)[cH:38]1.